This data is from the Open Reaction Database (ORD), a public repository of structured organic reaction records. The task is: describe an organic reaction: reactants, conditions, products, and yield Reactants: ClC1=CC=C(C=C1)CC#N (p-chlorophenylacetonitrile), [H-].[Na+] (sodium hydride), C(#N)C(C(C(=O)OCC)=O)C1=CC=CC=C1 (Ethyl 3-cyano-3-phenylpyruvate). The solvent is C(OC)COC (glyme). Conditions: time 8 hour. Yields the product ClC1=CC=C(C=C1)C(C#N)C(C(C(C#N)C1=CC=CC=C1)=O)=O (2-(p-chlorophenyl)-5-phenyl-3,4-dioxoadiponitrile). As a reaction SMILES: [Cl:1][C:2]1[CH:7]=[CH:6][C:5]([CH2:8][C:9]#[N:10])=[CH:4][CH:3]=1.[H-].[Na+].[C:13]([CH:15]([C:23]1[CH:28]=[CH:27][CH:26]=[CH:25][CH:24]=1)[C:16](=[O:22])[C:17](OCC)=[O:18])#[N:14]>C(COC)OC>[Cl:1][C:2]1[CH:7]=[CH:6][C:5]([CH:8]([C:17](=[O:18])[C:16](=[O:22])[CH:15]([C:23]2[CH:28]=[CH:27][CH:26]=[CH:25][CH:24]=2)[C:13]#[N:14])[C:9]#[N:10])=[CH:4][CH:3]=1 |f:1.2|. Procedure: To a solution of 6.6 g. (0.044 m.) of p-chlorophenylacetonitrile and 20 ml. of dry glyme is added 6.2 g. (0.13 m.) of sodium hydride (50% in oil). Ethyl 3-cyano-3-phenylpyruvate, 9.55 g. (0.044 m.) is added in portions at -10° C. and then the mixture is stirred at room temperature overnight. The reaction mixture is diluted with 150 ml. of water, extracted with ether, acidified with 15 ml. of acetic acid and the solid is filtered to yield 2-(p-chlorophenyl)-5-phenyl-3,4-dioxoadiponitrile, m.p. 21... Reported procedure: 2-{[4-(2-{(5-Ethylpyrimidin-2-yl)[(6-phenylpyridin-3-yl)methyl]amino}ethyl)-1,3-thiazol-2-yl]thio}-2-methylpropionic acid tert-butyl ester (740 mg) obtained in Example 327-1 was dissolved in dichloromethane (10 mL), trifluoroacetic acid (4 mL) was added, and the mixture was stirred at room temperature for 20 hr. The reaction mixture was concentrated under reduced pressure, and the residue was purified by silica gel chromatography (elution solvent; hexane:ethyl acetate=1:1 to 0:1). The obtained c... Reactants: C(C)(C)(C)OC(C(C)(C)SC=1SC=C(N1)CCN(CC=1C=NC(=CC1)C1=CC=CC=C1)C1=NC=C(C=N1)CC)=O (2-{[4-(2-{(5-ethylpyrimidin-2-yl)[(6-phenylpyridin-3-yl)methyl]amino}ethyl)-1,3-thiazol-2-yl]thio}-2-methylpropionic acid tert-butyl ester), ClCCl (dichloromethane), FC(C(=O)O)(F)F (trifluoroacetic acid). Reaction SMILES: C([O:5][C:6](=[O:40])[C:7]([S:10][C:11]1[S:12][CH:13]=[C:14]([CH2:16][CH2:17][N:18]([C:32]2[N:37]=[CH:36][C:35]([CH2:38][CH3:39])=[CH:34][N:33]=2)[CH2:19][C:20]2[CH:21]=[N:22][C:23]([C:26]3[CH:31]=[CH:30][CH:29]=[CH:28][CH:27]=3)=[CH:24][CH:25]=2)[N:15]=1)([CH3:9])[CH3:8])(C)(C)C.FC(F)(F)C(O)=O.[Cl:48]CCl>>[ClH:48].[CH2:38]([C:35]1[CH:36]=[N:37][C:32]([N:18]([CH2:19][C:20]2[CH:21]=[N:22][C:23]([C:26]3[CH:31]=[CH:30][CH:29]=[CH:28][CH:27]=3)=[CH:24][CH:25]=2)[CH2:17][CH2:16][C:14]2[N:15]=[C:11]([S:10][C:7]([CH3:9])([CH3:8])[C:6]([OH:40])=[O:5])[S:12][CH:13]=2)=[N:33][CH:34]=1)[CH3:39] |f:3.4|. Product: Cl.C(C)C=1C=NC(=NC1)N(CCC=1N=C(SC1)SC(C(=O)O)(C)C)CC=1C=NC(=CC1)C1=CC=CC=C1 (2-{[4-(2-{(5-ethylpyrimidin-2-yl)[(6-phenylpyridin-3-yl)methyl]amino}ethyl)-1,3-thiazol-2-yl]thio}-2-methylpropionic acid hydrochloride). Conditions: time 20 hour. The reactants are N1(C(CCC1)C(=O)[O-])C(=O)OC1=C(C=C(C=C1)Cl)C(NC1=C(C=C(C=C1)[N+](=O)[O-])Cl)=O (4-chloro-2-(2-chloro-4-nitrophenylcarbamoyl)phenyl pyrrolidine-1,2-dicarboxylate), N1(C(CCC1)C(=O)[O-])C(=O)OC1=C(C=C(C=C1)Cl)C(NC1=C(C=C(C=C1)[N+](=O)[O-])Cl)=O (4-chloro-2-(2-chloro-4-nitrophenylcarbamoyl)phenyl pyrrolidine-1,2-dicarboxylate), ClC=1C=CC(=C(C(=O)NC2=C(C=C(C=C2)[N+](=O)[O-])Cl)C1)O (5-Chloro-N-(2-chloro-4-nitrophenyl)-2-hydroxybenzamide), N1[C@@H](CCC1)C(=O)OC(C)(C)C ((S)-2-tert-butyl pyrrolidine-2-carboxylate), C(C)(C)N(CC)C(C)C (diisopropylethylamine), ClC(Cl)(Cl)OC(OC(Cl)(Cl)Cl)=O (bis(trichloromethyl)carbonate). The reagents and catalysts are CN(C1=CC=NC=C1)C (4-dimethylaminopyridine). Run in C(C)(=O)OCC (ethyl acetate), N1=CC=CC=C1 (pyridine), ClCCl (dichloromethane), ClCCl (dichloromethane). Conditions: time 1 hour. Product: ClC(=O)N1[C@@H](CCC1)C(=O)OC(C)(C)C ((S)-tert-butyl 1-(chlorocarbonyl)pyrrolidine-2-carboxylate). As a reaction SMILES: N1(C(OC2C=CC(Cl)=CC=2C(=O)NC2C=CC([N+]([O-])=O)=CC=2Cl)=O)CCCC1C([O-])=O.[NH:32]1[CH2:36][CH2:35][CH2:34][C@H:33]1[C:37]([O:39][C:40]([CH3:43])([CH3:42])[CH3:41])=[O:38].C(N(C(C)C)CC)(C)C.[Cl:53][C:54]([O:57]C(=O)OC(Cl)(Cl)Cl)(Cl)Cl.ClC1C=CC(O)=C(C=1)C(NC1C=CC([N+]([O-])=O)=CC=1Cl)=O>ClCCl.N1C=CC=CC=1.CN(C)C1C=CN=CC=1.C(OCC)(=O)C>[Cl:53][C:54]([N:32]1[CH2:36][CH2:35][CH2:34][C@H:33]1[C:37]([O:39][C:40]([CH3:43])([CH3:42])[CH3:41])=[O:38])=[O:57]. Procedure details: (S)-2-tert-butyl 1-(4-chloro-2-(2-chloro-4-nitrophenylcarbamoyl)phenyl pyrrolidine-1,2-dicarboxylate (Compound 26). (S)-tert-butyl 1-(chlorocarbonyl)pyrrolidine-2-carboxylate was prepared following the procedure disclosed in U.S. Pat. No. 4,866,087 to Greenlee et al with minor modification. A solution of 1.06 g (6.19 mmol) (S)-2-tert-butyl pyrrolidine-2-carboxylate and diisopropylethylamine (3.2 mL, 18.57 mmol) in dichloromethane (5.0 mL) was introduced dropwise into a solution of 1.84 g (6.19 m... Reactants: CCN=C=O, C1CCOC1, CN(C)C=O, O=C(Nc1ccc(-c2ccc(CO)cc2)cc1)C1CN2CCC1CC2. Product: CCNC(=O)OCc1ccc(-c2ccc(NC(=O)C3CN4CCC3CC4)cc2)cc1. Reaction SMILES: [CH2:26]([CH3:27])[N:28]=[C:29]=[O:30].[CH2:31]1[O:32][CH2:33][CH2:34][CH2:35]1.[O:36]=[CH:37][N:38]([CH3:39])[CH3:40].[OH:1][CH2:2][c:3]1[cH:4][cH:5][c:6](-[c:9]2[cH:10][cH:11][c:12]([NH:15][C:16](=[O:17])[CH:18]3[CH2:19][N:20]4[CH2:21][CH2:22][CH:23]3[CH2:24][CH2:25]4)[cH:13][cH:14]2)[cH:7][cH:8]1>>[O:1]([CH2:2][c:3]1[cH:4][cH:5][c:6](-[c:9]2[cH:10][cH:11][c:12]([NH:15][C:16](=[O:17])[CH:18]3[CH2:19][N:20]4[CH2:21][CH2:22][CH:23]3[CH2:24][CH2:25]4)[cH:13][cH:14]2)[cH:7][cH:8]1)[C:29]([NH:28][CH2:26][CH3:27])=[O:30]. The reactants are Brc1ccc2cc[nH]c2c1, [Li]C(C)(C)C, CON(C)C(=O)c1ccc(Cl)c(S(N)(=O)=O)c1, [KH], C1CCOC1. Product: NS(=O)(=O)c1cc(C(=O)c2ccc3cc[nH]c3c2)ccc1Cl. As a reaction SMILES: [Br:2][c:3]1[cH:4][cH:5][c:6]2[cH:7][cH:8][nH:9][c:10]2[cH:11]1.[C:12]([Li:13])([CH3:14])([CH3:15])[CH3:16].[Cl:17][c:18]1[c:19]([S:30]([NH2:31])(=[O:32])=[O:33])[cH:20][c:21]([C:22](=[O:23])[N:24]([O:25][CH3:26])[CH3:27])[cH:28][cH:29]1.[KH:1].[O:34]1[CH2:35][CH2:36][CH2:37][CH2:38]1>>[c:3]1([C:22]([c:21]2[cH:20][c:19]([S:30]([NH2:31])(=[O:32])=[O:33])[c:18]([Cl:17])[cH:29][cH:28]2)=[O:23])[cH:4][cH:5][c:6]2[cH:7][cH:8][nH:9][c:10]2[cH:11]1. The reactants are CC=1SC(=C(N1)C)C(=O)O (2,4-dimethyl-1,3-thiazole-5-carboxylic acid), NC=1C=C(OC=2C=CC=3N(C2)N=C(N3)NC(=O)C3CC3)C=CC1 (N-[6-(3-aminophenoxy)[1,2,4]triazolo[1,5-a]pyridin-2-yl]cyclopropanecarboxamide), O1CCCC1 (tetrahydrofuran), C(C(=O)Cl)(=O)Cl (oxalyl chloride). The reagents and catalysts are CN(C=O)C (N,N-dimethylformamide). The solvent is CN(C(C)=O)C (N,N-dimethylacetamide). The product is C1(CC1)C(=O)NC1=NN2C(C=CC(=C2)OC=2C=C(C=CC2)NC(=O)C2=C(N=C(S2)C)C)=N1 (N-[3-({2-[(cyclopropylcarbonyl)amino][1,2,4]triazolo[1,5-a]pyridin-6-yl}oxy)phenyl]-2,4-dimethyl-1,3-thiazole-5-carboxamide). The yield is 26.6%. Reaction SMILES: [CH3:1][C:2]1[S:3][C:4]([C:8]([OH:10])=O)=[C:5]([CH3:7])[N:6]=1.O1CCCC1.C(Cl)(=O)C(Cl)=O.[NH2:22][C:23]1[CH:24]=[C:25]([CH:42]=[CH:43][CH:44]=1)[O:26][C:27]1[CH:28]=[CH:29][C:30]2[N:31]([N:33]=[C:34]([NH:36][C:37]([CH:39]3[CH2:41][CH2:40]3)=[O:38])[N:35]=2)[CH:32]=1>CN(C)C=O.CN(C)C(=O)C>[CH:39]1([C:37]([NH:36][C:34]2[N:35]=[C:30]3[CH:29]=[CH:28][C:27]([O:26][C:25]4[CH:24]=[C:23]([NH:22][C:8]([C:4]5[S:3][C:2]([CH3:1])=[N:6][C:5]=5[CH3:7])=[O:10])[CH:44]=[CH:43][CH:42]=4)=[CH:32][N:31]3[N:33]=2)=[O:38])[CH2:40][CH2:41]1. Procedure: In the same manner as in Example 18-4 and using 2,4-dimethyl-1,3-thiazole-5-carboxylic acid (107 mg, 0.678 mmol), tetrahydrofuran (8 mL), oxalyl chloride (118 μL, 1.36 mmol), N-[6-(3-aminophenoxy)[1,2,4]triazolo[1,5-a]pyridin-2-yl]cyclopropanecarboxamide (70.0 mg, 0.226 mmol), N,N-dimethylformamide (1 drop) and N,N-dimethylacetamide (5 mL) as starting materials, the title compound (27.0 mg, 27%) was obtained as a white solid. RXN SMILES: [CH2:35]1[O:36][CH2:37][CH2:38][CH2:39]1.[Na+:41].[OH-:40].[OH2:34].[OH:1][IH2+3:2]([O-:3])([OH:4])([OH:5])([OH:6])[OH:7].[OH:8][CH:9]1[CH2:10][C:11]2([CH3:33])[C:12]([C:28]([CH2:29][OH:30])=[O:31])([OH:32])[CH2:13][CH2:14][CH:15]2[CH:16]2[CH2:17][CH2:18][C:19]3=[CH:20][C:21](=[O:27])[CH2:22][CH2:23][C:24]3([CH3:26])[CH:25]12>>[OH:1][C:28]([C:12]1([OH:32])[C:11]2([CH3:33])[CH2:10][CH:9]([OH:8])[CH:25]3[CH:16]([CH:15]2[CH2:14][CH2:13]1)[CH2:17][CH2:18][C:19]1=[CH:20][C:21](=[O:27])[CH2:22][CH2:23][C:24]13[CH3:26])=[O:31]. Yields the product CC12CCC(=O)C=C1CCC1C2C(O)CC2(C)C1CCC2(O)C(=O)O. The reactants are C1CCOC1, [Na+], [OH-], O, [O-][IH2+3](O)(O)(O)(O)O, CC12CCC(=O)C=C1CCC1C2C(O)CC2(C)C1CCC2(O)C(=O)CO. The reactants are OCCSCc1ccccc1, Cl, NC(N)=S. The product is SCCSCc1ccccc1. Reaction SMILES: [CH2:1]([c:2]1[cH:3][cH:4][cH:5][cH:6][cH:7]1)[S:8][CH2:9][CH2:10][OH:11].[ClH:16].[NH2:12][C:13]([NH2:14])=[S:15]>>[CH2:1]([c:2]1[cH:3][cH:4][cH:5][cH:6][cH:7]1)[S:8][CH2:9][CH2:10][SH:15]. Starting materials: C(C)(C)[C@]12C(CC=C2C2=C(CC1)C=1C=CC(=CC1CC2)OC)=O (13β-isopropyl-3-methoxygona-1,3,5(10),8,14-pentaen-17-one). The reagents and catalysts are [Ni] (Raney nickel). The solvent is [H][H] (hydrogen), O1CCOCC1 (dioxan). Product: C(C)(C)[C@]12C(CC[C@H]2C2=C(CC1)C=1C=CC(=CC1CC2)OC)=O (13β-Isopropyl-3-methoxygona-1,3,5(10),8-tetraen-17-one). Isolated yield 59.6%. Reaction SMILES: [CH:1]([C@:4]12[CH2:12][CH2:11][C:10]3[C:13]4[CH:14]=[CH:15][C:16]([O:21][CH3:22])=[CH:17][C:18]=4[CH2:19][CH2:20][C:9]=3[C:8]1=[CH:7][CH2:6][C:5]2=[O:23])([CH3:3])[CH3:2]>O1CCOCC1.[Ni].[H][H]>[CH:1]([C@:4]12[CH2:12][CH2:11][C:10]3[C:13]4[CH:14]=[CH:15][C:16]([O:21][CH3:22])=[CH:17][C:18]=4[CH2:19][CH2:20][C:9]=3[C@@H:8]1[CH2:7][CH2:6][C:5]2=[O:23])([CH3:3])[CH3:2]. Reported procedure: Shake 13β-isopropyl-3-methoxygona-1,3,5(10),8,14-pentaen-17-one (2 g) in dioxan (50 cc) with a freshly prepared but moderately active Raney nickel catalyst (ca. 0.5 g) in hydrogen at atmospheric pressure. When, after several hours the theoretical amount of hydrogen for half-hydrogenation (160 cc) has been absorbed, filter off the nickel catalyst and remove the solvent by evaporation. Crystallize the residual gum from methanol to obtain the title product (1.2 g), m.p. 85°-100°C; ultraviolet absor... Reaction SMILES: [OH:1][CH2:2][CH2:3][CH2:4][Si:5]([CH2:18][CH2:19][CH2:20][OH:21])([C:12]1[CH:17]=[CH:16][CH:15]=[CH:14][CH:13]=1)[C:6]1[CH:11]=[CH:10][CH:9]=[CH:8][CH:7]=1>O>[C:2]([O:1][CH2:2][CH2:3][CH2:4][Si:5]([CH2:18][CH2:19][CH2:20][O:21][C:20](=[O:21])[CH:19]=[CH2:18])([C:12]1[CH:17]=[CH:16][CH:15]=[CH:14][CH:13]=1)[C:6]1[CH:11]=[CH:10][CH:9]=[CH:8][CH:7]=1)(=[O:1])[CH:3]=[CH2:4]. The reactants are OCCC[Si](C1=CC=CC=C1)(C1=CC=CC=C1)CCCO (bis(3-hydroxypropyl)diphenylsilane). Reported procedure: After completion of the reaction, the reaction mixture was diluted with water and extracted with ether. The extract was dried over magnesium sulfate. The solvent was distilled off to obtain 24.2 g (yield: 94.8%) of bis(3-hydroxypropyl)diphenylsilane (B) (m.p. 80°-81° C.). Yields the product C(C=C)(=O)OCCC[Si](C1=CC=CC=C1)(C1=CC=CC=C1)CCCOC(C=C)=O (bis(3-acryloyloxypropyl)diphenylsilane). Run in O (water).